describe an organic reaction: reactants, conditions, products, and yield From a dataset of the Open Reaction Database (ORD), a public repository of structured organic reaction records. Starting materials: CCCC[N+](CCCC)(CCCC)CCCC.[F-] (TBAF), FC(F)(F)[Si](C)(C)C ((trifluoromethyl)trimethylsilane), ClC1=C(C=C(C=C1C=O)C#N)NC1=NN2C(C(=N1)NC1CC1)=NC=C2C#N (2-((2-chloro-5-cyano-3-formylphenyl)amino)-4-(cyclopropylamino)imidazo[2,1-f][1,2,4]triazine-7-carbonitrile). Run in C1CCOC1 (THF). Reaction conditions: time 8 hour. Product: ClC1=C(C=C(C=C1C(C(F)(F)F)O)C#N)NC1=NN2C(C(=N1)NC1CC1)=NC=C2C#N ((+/−)-2-((2-chloro-5-cyano-3-(2,2,2-trifluoro-1-hydroxyethyl)phenyl)amino)-4-(cyclopropylamino)imidazo[2,1-f][1,2,4]triazine-7-carbonitrile). The yield is 17.2%. Reaction SMILES: CCCC[N+](CCCC)(CCCC)CCCC.[F-].[F:19][C:20]([Si](C)(C)C)([F:22])[F:21].[Cl:27][C:28]1[C:33]([CH:34]=[O:35])=[CH:32][C:31]([C:36]#[N:37])=[CH:30][C:29]=1[NH:38][C:39]1[N:44]=[C:43]([NH:45][CH:46]2[CH2:48][CH2:47]2)[C:42]2=[N:49][CH:50]=[C:51]([C:52]#[N:53])[N:41]2[N:40]=1>C1COCC1>[Cl:27][C:28]1[C:33]([CH:34]([OH:35])[C:20]([F:22])([F:21])[F:19])=[CH:32][C:31]([C:36]#[N:37])=[CH:30][C:29]=1[NH:38][C:39]1[N:44]=[C:43]([NH:45][CH:46]2[CH2:48][CH2:47]2)[C:42]2=[N:49][CH:50]=[C:51]([C:52]#[N:53])[N:41]2[N:40]=1 |f:0.1|. Procedure: TBAF (1 M in THF, 0.026 mL, 0.026 mmol) was added to a suspension of (trifluoromethyl)trimethylsilane (2 M solution in THF, 0.079 mL, 0.16 mmol) and 2-((2-chloro-5-cyano-3-formylphenyl)amino)-4-(cyclopropylamino)imidazo[2,1-f][1,2,4]triazine-7-carbonitrile (20 mg, 0.053 mmol) in dry THF (1 mL) under nitrogen in an ice bath. The bath was removed and the reaction was left stirring at room temperature overnight. Aqueous 1 N HCl was added and the reaction was left stirring for 20 min. This was neutr... The reactants are NC1=CC=C(C=O)C=C1 (p-aminobenzaldehyde), C(#N)CC(=O)OCC(CCCC)CC (2-ethylhexyl cyanoacetate), C(C)NCC (diethylamine), C(C)(=O)O (acetic acid). Solvent: C(C)(C)O (isopropanol). Reaction conditions: time 4 hour. Product: NC1=CC=C(C=C1)C=C(C(=O)OCC(CCCC)CC)C#N (2-ethylhexyl 3-(4-aminophenyl)-2-cyanoacrylate). The yield is 66.1%. RXN SMILES: [NH2:1][C:2]1[CH:9]=[CH:8][C:5]([CH:6]=O)=[CH:4][CH:3]=1.[C:10]([CH2:12][C:13]([O:15][CH2:16][CH:17]([CH2:22][CH3:23])[CH2:18][CH2:19][CH2:20][CH3:21])=[O:14])#[N:11].C(NCC)C.C(O)(=O)C>C(O)(C)C>[NH2:1][C:2]1[CH:9]=[CH:8][C:5]([CH:6]=[C:12]([C:10]#[N:11])[C:13]([O:15][CH2:16][CH:17]([CH2:22][CH3:23])[CH2:18][CH2:19][CH2:20][CH3:21])=[O:14])=[CH:4][CH:3]=1. Reported procedure: 36.3 g (0.3 mol) of p-aminobenzaldehyde are suspended in 450 ml of isopropanol. A mixture of 59.1 g (0.3 mol) of 2-ethylhexyl cyanoacetate and of catalyst (0.375 ml of diethylamine and 1.125 ml of acetic acid) is introduced therein. The mixture is refluxed for 5 hours. The same amount of catalyst is added again and refluxing is continued for a further 4 hours. The insoluble materials are removed by hot filtration and the mixture is concentrated to a volume of 300 ml and left to crystalize. After...